Task: describe an organic reaction: reactants, conditions, products, and yield. Dataset: the Open Reaction Database (ORD), a public repository of structured organic reaction records The reactants are CC1(OC(C(C2=C1SC(S2)=O)=O)=O)C (4,4-dimethyl-4H-[1,3]dithiolo[4,5-c]pyran-2,6,7-trione), C1(=C(C=CC=C1)N)N (o-phenylenediamine), O.[O-2].[O-2].[O-2].O=[Si]=O.O=[Si]=O.O=[Si]=O.O=[Si]=O.[Al+3].[Al+3] (montmorillonite KSF). Product: CC1(C2=C(C3=NC4=CC=CC=C4N=C3O1)SC(S2)=O)C (4,4-dimethyl-4H-5-oxa-1,3-dithia-6,11-diaza-cyclopenta[a]anthracen-2-one). As a reaction SMILES: [CH3:1][C:2]1([CH3:14])[C:7]2[S:8][C:9](=[O:11])[S:10][C:6]=2[C:5](=O)[C:4](=O)[O:3]1.[C:15]1([NH2:22])[CH:20]=[CH:19][CH:18]=[CH:17][C:16]=1[NH2:21].O.[O-2].[O-2].[O-2].O=[Si]=O.O=[Si]=O.O=[Si]=O.O=[Si]=O.[Al+3].[Al+3]>>[CH3:1][C:2]1([CH3:14])[O:3][C:4]2[C:5](=[N:21][C:16]3[C:15]([N:22]=2)=[CH:20][CH:19]=[CH:18][CH:17]=3)[C:6]2[S:10][C:9](=[O:11])[S:8][C:7]1=2 |f:2.3.4.5.6.7.8.9.10.11|. Reported procedure: 4,4-Dimethyl-4H-[1,3]dithiolo[4,5-c]pyran-2,6,7-trione (5) (150 mg, 0.65 mmol), o-phenylenediamine (75 mg, 0.65 mmol) and montmorillonite KSF (100 mg) were mixed in a mortar until a homogeneous solid was obtained then the solid mixture was transferred into a test tube and irradiated with microwaves for 4 min. The resulting mixture was purified by chromatography (silica gel, CH2Cl2) to give pure 4,4-dimethyl-4H-5-oxa-1,3-dithia-6,11-diaza-cyclopenta[a]anthracen-2-one (7). Yield: 90 mg (45%). The reactants are COC=1C(C(=C(C(C1OC)=O)CC=1C=CC(=C(C(=O)NC2=CC=C(C(=O)OC(C)(C)C)C=C2)C1)OC(C)=O)C)=O (tert-Butyl N-[5-(5,6-dimethoxy-3-methyl-1,4-benzoquinon-2-yl)methyl-2-acetoxybenzoyl]-4-aminobenzoate), C(O)([O-])=O.[Na+] (sodium hydrogencarbonate). Run in CO (methanol), O (water). Yields the product COC=1C(C(=C(C(C1OC)=O)CC=1C=CC(=C(C(=O)NC2=CC=C(C(=O)OC(C)(C)C)C=C2)C1)O)C)=O (tert-Butyl N-[5-(5,6-dimethoxy-3-methyl-1,4-benzoquinon-2-yl)methyl-2-hydroxybenzoyl]-4-aminobenzoate). The yield is 51.9%. RXN SMILES: [CH3:1][O:2][C:3]1[C:4](=[O:40])[C:5]([CH3:39])=[C:6]([CH2:12][C:13]2[CH:14]=[CH:15][C:16]([O:35]C(=O)C)=[C:17]([CH:34]=2)[C:18]([NH:20][C:21]2[CH:33]=[CH:32][C:24]([C:25]([O:27][C:28]([CH3:31])([CH3:30])[CH3:29])=[O:26])=[CH:23][CH:22]=2)=[O:19])[C:7](=[O:11])[C:8]=1[O:9][CH3:10].C(=O)([O-])O.[Na+]>CO.O>[CH3:1][O:2][C:3]1[C:4](=[O:40])[C:5]([CH3:39])=[C:6]([CH2:12][C:13]2[CH:14]=[CH:15][C:16]([OH:35])=[C:17]([CH:34]=2)[C:18]([NH:20][C:21]2[CH:33]=[CH:32][C:24]([C:25]([O:27][C:28]([CH3:31])([CH3:30])[CH3:29])=[O:26])=[CH:23][CH:22]=2)=[O:19])[C:7](=[O:11])[C:8]=1[O:9][CH3:10] |f:1.2|. Procedure: tert-Butyl N-[5-(5,6-dimethoxy-3-methyl-1,4-benzoquinon-2-yl)methyl-2-acetoxybenzoyl]-4-aminobenzoate (0.240 g, 0.437 mmol) was dissolved in methanol (5 ml) and after adding thereto an aqueous saturated sodium hydrogencarbonate solution (3 ml), the solution was stirred at room temperature for 3 hours. After the completion of reaction, the reaction solution was diluted with water and then extracted with ethyl acetate. The extract was washed with water and then dried, and the solvent was removed b... Reactants: BrBr (bromine), CC1CC2=C(O1)C=CC=C2 (2,3-dihydro-2-methylbenzo[b]furan), C([O-])(O)=O.[Na+] (sodium bicarbonate), C(Cl)Cl (methylene chloride), BrBr (bromine). Solvent: O (water). Reaction conditions: time 0.5 hour. Product: BrC1=CC2=C(OC(C2)C)C=C1 (5-Bromo-2,3-dihydro-2-methylbenzo[b]furan). Reaction SMILES: [Br:1]Br.[CH3:3][CH:4]1[O:8][C:7]2[CH:9]=[CH:10][CH:11]=[CH:12][C:6]=2[CH2:5]1.C(=O)(O)[O-].[Na+].C(Cl)Cl>O>[Br:1][C:11]1[CH:10]=[CH:9][C:7]2[O:8][CH:4]([CH3:3])[CH2:5][C:6]=2[CH:12]=1 |f:2.3|. Procedure details: With efficient stirring, 283 g. (1.77 moles) of bromine are added dropwise at 0°-5° C. to a mixture of 237 g (1.77 moles) of 2,3-dihydro-2-methylbenzo[b]furan, 148.7 g (1.77 moles) of sodium bicarbonate, 500 ml of methylene chloride and 500 ml of water. When the addition of bromine is complete, the mixture is stirred for another 1/2 hour at 20°-25° C. The organic phase is separated, dried over sodium sulfate, concentrated and fractionated in vacuo. Yield: 242 g (66% of theory) of 5-bromo-2,3-dih... Reported procedure: Sodium borohydride (1.74 g) was added to a solution of 5-(2-(tert-butyldimethylsilyloxy)ethyl)thiophene-2-carbaldehyde (12.4 g) (example 4, step b) in ethanol (120 mL) at 0° C. The resulting solution was stirred at 0° C. for 1 h. The reaction mixture was partitioned between brine and ethyl acetate. The organic layer was separated, dried over sodium sulphate, filtered and the solvent evaporated in vacuo to give the subtitled compound. Yield 12.1 g. Solvent: C(C)O (ethanol). The reactants are [BH4-].[Na+] (Sodium borohydride), [Si](C)(C)(C(C)(C)C)OCCC1=CC=C(S1)C=O (5-(2-(tert-Butyldimethylsilyloxy)ethyl)thiophene-2-carbaldehyde). Run at temperature 0 celsius, time 1 hour. As a reaction SMILES: [BH4-].[Na+].[Si:3]([O:10][CH2:11][CH2:12][C:13]1[S:17][C:16]([CH:18]=[O:19])=[CH:15][CH:14]=1)([C:6]([CH3:9])([CH3:8])[CH3:7])([CH3:5])[CH3:4]>C(O)C>[Si:3]([O:10][CH2:11][CH2:12][C:13]1[S:17][C:16]([CH2:18][OH:19])=[CH:15][CH:14]=1)([C:6]([CH3:8])([CH3:9])[CH3:7])([CH3:5])[CH3:4] |f:0.1|. The product is [Si](C)(C)(C(C)(C)C)OCCC1=CC=C(S1)CO ((5-(2-(tert-Butyldimethylsilyloxy)ethyl)thiophen-2-yl)methanol).